Task: describe an organic reaction: reactants, conditions, products, and yield. Dataset: the Open Reaction Database (ORD), a public repository of structured organic reaction records Starting materials: C1COCCN1, ClCCl, Cl, O, ClCc1ccncc1. As a reaction SMILES: [CH2:10]1[CH2:11][O:12][CH2:13][CH2:14][NH:15]1.[CH2:17]([Cl:18])[Cl:19].[ClH:1].[OH2:16].[cH:2]1[cH:3][c:4]([CH2:8][Cl:9])[cH:5][cH:6][n:7]1>>[cH:2]1[cH:3][c:4]([CH2:8][N:15]2[CH2:10][CH2:11][O:12][CH2:13][CH2:14]2)[cH:5][cH:6][n:7]1. Yields the product c1cc(CN2CCOCC2)ccn1. Reactants: N1(CC=CC1)C(=O)OC(C)(C)C (tert-butyl 2,5-dihydro-1H-pyrrole-1-carboxylate), BrC1=C(C=CC(=C1)C(F)(F)F)F (2-bromo-1-fluoro-4-(trifluoromethyl)benzene), C(C)(C)N(C(C)C)CC (N,N-diisopropylethylamine), C1(=C(C=CC=C1)P(C1=C(C=CC=C1)C)C1=C(C=CC=C1)C)C (tri-o-tolylphosphine). Reagents/catalysts: C(C)(=O)[O-].[Pd+2].C(C)(=O)[O-] (palladium(II) acetate), C([O-])([O-])=O.[Ag+2] (silver carbonate). Solvent: CN(C)C=O (DMF). Product: FC1=C(C=C(C=C1)C(F)(F)F)C1CN(C=C1)C(=O)OC(C)(C)C (tert-butyl 3-[2-fluoro-5-(trifluoromethyl)phenyl]-2,3-dihydro-1H-pyrrole-1-carboxylate). RXN SMILES: [N:1]1([C:6]([O:8][C:9]([CH3:12])([CH3:11])[CH3:10])=[O:7])[CH2:5][CH:4]=[CH:3][CH2:2]1.Br[C:14]1[CH:19]=[C:18]([C:20]([F:23])([F:22])[F:21])[CH:17]=[CH:16][C:15]=1[F:24].C(N(CC)C(C)C)(C)C.C1(C)C=CC=CC=1P(C1C=CC=CC=1C)C1C=CC=CC=1C>CN(C=O)C.C([O-])(=O)C.[Pd+2].C([O-])(=O)C.C(=O)([O-])[O-].[Ag+2]>[F:24][C:15]1[CH:14]=[CH:19][C:18]([C:20]([F:21])([F:22])[F:23])=[CH:17][C:16]=1[CH:3]1[CH:4]=[CH:5][N:1]([C:6]([O:8][C:9]([CH3:12])([CH3:11])[CH3:10])=[O:7])[CH2:2]1 |f:5.6.7,8.9|. Procedure details: A deoxygenated solution of tert-butyl 2,5-dihydro-1H-pyrrole-1-carboxylate (3.38 g, 20.0 mmol, 10.0 equiv), 2-bromo-1-fluoro-4-(trifluoromethyl)benzene (486 mg, 2.00 mmol, 1 equiv), N,N-diisopropylethylamine (1.39 mL, 8.00 mmol, 4.00 equiv), tri-o-tolylphosphine (67 mg, 0.22 mmol, 0.11 equiv), palladium(II) acetate (22 mg, 0.10 mmol, 0.050 equiv), and silver carbonate (386 mg, 1.40 mmol, 0.700 equiv) in DMF (8.0 mL) was heated under nitrogen at 100° C. for 20 h. The reaction mixture was partitio... Reactants: ClC1=CC=CC=2NC3=CC=CC=C3OC12 (4-chlorophenoxazine), Cl.ClC=1N(CCC1)C1=NCCC1 (2-chloro-(1-pyrrolin-2-yl)pyrroline hydrochloride). Product: Cl.ClC1=CC=CC=2N(C3=CC=CC=C3OC12)C=1N(CCC1)C1=NCCC1 (4-CHLORO-10-[1-(1-PYRROLIN-2-YL)-2-PYRROLIN-2-YL]PHENOXAZINE HYDROCHLORIDE). As a reaction SMILES: [Cl:1][C:2]1[C:15]2[O:14][C:13]3[C:8](=[CH:9][CH:10]=[CH:11][CH:12]=3)[NH:7][C:6]=2[CH:5]=[CH:4][CH:3]=1.Cl.Cl[C:18]1[N:19]([C:23]2[CH2:27][CH2:26][CH2:25][N:24]=2)[CH2:20][CH2:21][CH:22]=1>>[ClH:1].[Cl:1][C:2]1[C:15]2[O:14][C:13]3[C:8](=[CH:9][CH:10]=[CH:11][CH:12]=3)[N:7]([C:18]3[N:19]([C:23]4[CH2:27][CH2:26][CH2:25][N:24]=4)[CH2:20][CH2:21][CH:22]=3)[C:6]=2[CH:5]=[CH:4][CH:3]=1 |f:1.2,3.4|. Procedure: Reaction of 4-chlorophenoxazine with 2-chloro-(1-pyrrolin-2-yl)pyrroline hydrochloride according to the procedure of Example 7 affords 4-CHLORO-10-[1-(1-PYRROLIN-2-YL)-2-PYRROLIN-2-YL]PHENOXAZINE HYDROCHLORIDE, m.p. 278°-282° C. (dec.), from ethanol-ether. Starting materials: NCC=1C(=CC(=C(C1)C=1NC(N(N1)C1=CC=C(C=C1)C(F)(F)F)=O)Cl)F (5-(5-(aminomethyl)-2-chloro-4-fluorophenyl)-2-(4-(trifluoromethyl)phenyl)-2H-1,2,4-triazol-3(4H)-one), CC(C(=O)Cl)C (2-methylpropanoyl chloride), TEA. The solvent is C1CCOC1 (THF). The product is ClC1=CC(=C(CNC(C(C)C)=O)C=C1C1=NN(C(N1)=O)C1=CC=C(C=C1)C(F)(F)F)F (N-(4-Chloro-2-fluoro-5-(1-(4-(trifluoromethyl)phenyl)-4,5-dihydro-5-oxo-1H-1,2,4-triazol-3-yl)benzyl)isobutyramide). Reaction SMILES: [NH2:1][CH2:2][C:3]1[C:4]([F:26])=[CH:5][C:6]([Cl:25])=[C:7]([C:9]2[NH:10][C:11](=[O:24])[N:12]([C:14]3[CH:19]=[CH:18][C:17]([C:20]([F:23])([F:22])[F:21])=[CH:16][CH:15]=3)[N:13]=2)[CH:8]=1.[CH3:27][CH:28]([CH3:32])[C:29](Cl)=[O:30]>C1COCC1>[Cl:25][C:6]1[C:7]([C:9]2[NH:10][C:11](=[O:24])[N:12]([C:14]3[CH:15]=[CH:16][C:17]([C:20]([F:22])([F:23])[F:21])=[CH:18][CH:19]=3)[N:13]=2)=[CH:8][C:3]([CH2:2][NH:1][C:29](=[O:30])[CH:28]([CH3:32])[CH3:27])=[C:4]([F:26])[CH:5]=1. Reported procedure: The title compound was prepared according to the procedure described in Example-108 by using 5-(5-(aminomethyl)-2-chloro-4-fluorophenyl)-2-(4-(trifluoromethyl)phenyl)-2H-1,2,4-triazol-3(4H)-one (Intermediate-70, 0.100 g), 2-methylpropanoyl chloride (0.1 mL), TEA (0.1 mL), dry THF (5 mL) to afford 0.028 g of the desired product. 1H NMR (300 MHz, DMSO): δ 1.01 (s, 6H), 4.32 (d, J=7.6 Hz, 2H), 7.67-7.71 (m, 2H), 7.85 (d, J=11.2 Hz, 2H), 8.17 (d, J=11.6 Hz, 2H), 8.36 (m, 1H), 12.73 (s, 1H); MS (m/z)... The reactants are C1CCOC1, COCC(C)O, CC(C)OC(=O)N=NC(=O)OC(C)C, COC(=O)c1cc(O)cc(OCc2ccccc2)c1, c1ccc(P(c2ccccc2)c2ccccc2)cc1. The product is COCC(C)Oc1cc(OCc2ccccc2)cc(C(=O)OC)c1. Reaction SMILES: [CH2:59]1[O:60][CH2:61][CH2:62][CH2:63]1.[CH3:39][O:40][CH2:41][CH:42]([CH3:43])[OH:44].[O:45]=[C:46]([O:47][CH:48]([CH3:49])[CH3:50])[N:51]=[N:52][C:53]([O:54][CH:55]([CH3:56])[CH3:57])=[O:58].[OH:1][c:2]1[cH:3][c:4]([C:5](=[O:6])[O:7][CH3:8])[cH:9][c:10]([O:12][CH2:13][c:14]2[cH:15][cH:16][cH:17][cH:18][cH:19]2)[cH:11]1.[c:20]1([P:21]([c:22]2[cH:23][cH:24][cH:25][cH:26][cH:27]2)[c:28]2[cH:29][cH:30][cH:31][cH:32][cH:33]2)[cH:34][cH:35][cH:36][cH:37][cH:38]1>>[O:1]([c:2]1[cH:3][c:4]([C:5](=[O:6])[O:7][CH3:8])[cH:9][c:10]([O:12][CH2:13][c:14]2[cH:15][cH:16][cH:17][cH:18][cH:19]2)[cH:11]1)[CH:42]([CH2:41][O:40][CH3:39])[CH3:43]. The reactants are NC1=C2N=C(N(C2=NC(=N1)S)CC1=CC=CC=C1)O (6-amino-9-benzyl-8-hydroxy-2-mercaptopurine), C([O-])([O-])=O.[K+].[K+] (potassium carbonate), ClCCCN1CCNCC1 (1-(3-chloropropyl)piperazine). The solvent is CN(C=O)C (dimethylformamide). Conditions: time 2 hour. Product: NC1=C2N=C(N(C2=NC(=N1)SCCCN1CCNCC1)CC1=CC=CC=C1)O (6-Amino-9-benzyl-8-hydroxy-2-[3-(1-piperazinyl)propyl]thiopurine). Yield: 5.1%. RXN SMILES: [NH2:1][C:2]1[N:10]=[C:9]([SH:11])[N:8]=[C:7]2[C:3]=1[N:4]=[C:5]([OH:19])[N:6]2[CH2:12][C:13]1[CH:18]=[CH:17][CH:16]=[CH:15][CH:14]=1.C(=O)([O-])[O-].[K+].[K+].Cl[CH2:27][CH2:28][CH2:29][N:30]1[CH2:35][CH2:34][NH:33][CH2:32][CH2:31]1>CN(C)C=O>[NH2:1][C:2]1[N:10]=[C:9]([S:11][CH2:27][CH2:28][CH2:29][N:30]2[CH2:35][CH2:34][NH:33][CH2:32][CH2:31]2)[N:8]=[C:7]2[C:3]=1[N:4]=[C:5]([OH:19])[N:6]2[CH2:12][C:13]1[CH:18]=[CH:17][CH:16]=[CH:15][CH:14]=1 |f:1.2.3|. Procedure: Crude 6-amino-9-benzyl-8-hydroxy-2-mercaptopurine (134 mg, 0.49 mmol) was suspended in dimethylformamide (60 ml). To the suspension were added potassium carbonate (100 mg, 0.72 mmol) and 1-(3-chloropropyl)piperazine (179 mg, 0.73 mmol) in order. The mixture was stirred at room temperature for 2 hours. The solvent was removed in vacuo, and the residue was purified by silica gel chromatography (20% methanol/chloroform) to give the subject compound (10 mg, yield 5%).